From a dataset of the Open Reaction Database (ORD), a public repository of structured organic reaction records. describe an organic reaction: reactants, conditions, products, and yield The reactants are C(CCCCCCCCCCCCCCCCC)NC1[C@H](O)[C@H](O)[C@@H](O)[C@@H](O1)C (N-Octadecyl-L-rhamnopyranosylamine), C(CCCCCCC\C=C/CCCCCCCC)(=O)Cl (oleoyl chloride). Yields the product C(CCCCCCCCCCCCCCCCC)N(C(CCCCCCC\C=C/CCCCCCCC)=O)C1[C@H](O)[C@H](O)[C@@H](O)[C@@H](O1)C (N-Octadecyl-N-rhamnopyranosyl-oleic acid amide). Reaction SMILES: [CH2:1]([NH:19][CH:20]1[O:28][C@@H:27]([CH3:29])[C@H:25]([OH:26])[C@@H:23]([OH:24])[C@H:21]1[OH:22])[CH2:2][CH2:3][CH2:4][CH2:5][CH2:6][CH2:7][CH2:8][CH2:9][CH2:10][CH2:11][CH2:12][CH2:13][CH2:14][CH2:15][CH2:16][CH2:17][CH3:18].[C:30](Cl)(=[O:48])[CH2:31][CH2:32][CH2:33][CH2:34][CH2:35][CH2:36][CH2:37]/[CH:38]=[CH:39]\[CH2:40][CH2:41][CH2:42][CH2:43][CH2:44][CH2:45][CH2:46][CH3:47]>>[CH2:1]([N:19]([CH:20]1[O:28][C@@H:27]([CH3:29])[C@H:25]([OH:26])[C@@H:23]([OH:24])[C@H:21]1[OH:22])[C:30](=[O:48])[CH2:31][CH2:32][CH2:33][CH2:34][CH2:35][CH2:36][CH2:37]/[CH:38]=[CH:39]\[CH2:40][CH2:41][CH2:42][CH2:43][CH2:44][CH2:45][CH2:46][CH3:47])[CH2:2][CH2:3][CH2:4][CH2:5][CH2:6][CH2:7][CH2:8][CH2:9][CH2:10][CH2:11][CH2:12][CH2:13][CH2:14][CH2:15][CH2:16][CH2:17][CH3:18]. Procedure: 7 g of the compound from Example 21 were acylated with oleoyl chloride as described in Example 6. Column separation in CH2Cl2 /CH3OH=13/1.